This data is from the Open Reaction Database (ORD), a public repository of structured organic reaction records. The task is: describe an organic reaction: reactants, conditions, products, and yield Isolated yield 42.1%. As a reaction SMILES: C1(P(=O)(C2C=CC=CC=2)C2C=CC=CC=2)C=CC=CC=1.FC(F)(F)S(OS(C(F)(F)F)(=O)=O)(=O)=O.[CH3:36][O:37][C:38]1[CH:39]=[C:40]2[C:44](=[C:45]([NH:47][S:48]([C:51]3[S:52][CH:53]=[CH:54][CH:55]=3)(=[O:50])=[O:49])[CH:46]=1)[NH:43][C:42]([C:56]([NH:58][CH2:59][CH2:60][S:61]C(C1C=CC=CC=1)(C1C=CC=CC=1)C1C=CC=CC=1)=O)=[CH:41]2.C(=O)([O-])O.[Na+]>ClCCl>[S:61]1[CH2:60][CH2:59][N:58]=[C:56]1[C:42]1[NH:43][C:44]2[C:40]([CH:41]=1)=[CH:39][C:38]([O:37][CH3:36])=[CH:46][C:45]=2[NH:47][S:48]([C:51]1[S:52][CH:53]=[CH:54][CH:55]=1)(=[O:49])=[O:50] |f:3.4|. The reactants are C(O)([O-])=O.[Na+] (sodium hydrogencarbonate), C1(=CC=CC=C1)P(C1=CC=CC=C1)(C1=CC=CC=C1)=O (triphenylphosphine oxide), FC(S(=O)(=O)OS(=O)(=O)C(F)(F)F)(F)F (trifluoromethanesulfonic anhydride), COC=1C=C2C=C(NC2=C(C1)NS(=O)(=O)C=1SC=CC1)C(=O)NCCSC(C1=CC=CC=C1)(C1=CC=CC=C1)C1=CC=CC=C1 (5-Methoxy-7-[(2-thienylsulfonyl)amino]-N-[2-(tritylthio)ethyl]-1H-indole-2-carboxamide). Reported procedure: A mixture of triphenylphosphine oxide (1.15 g), trifluoromethanesulfonic anhydride (0.35 mL) and dichloromethane (12 mL) was stirred for 15 min under ice-cooling. 5-Methoxy-7-[(2-thienylsulfonyl)amino]-N-[2-(tritylthio)ethyl]-1H-indole-2-carboxamide (0.45 g) was added, and the mixture was stirred for 2 hr under ice-cooling. The reaction mixture was poured into aqueous sodium hydrogencarbonate solution and extracted with dichloromethane. The aqueous layer was extracted with dichloromethane, and t... Conditions: time 15 minute. The product is S1C(=NCC1)C=1NC2=C(C=C(C=C2C1)OC)NS(=O)(=O)C=1SC=CC1 (N-[2-(4,5-Dihydro-1,3-thiazol-2-yl)-5-methoxy-1H-indol-7-yl]thiophene-2-sulfonamide). Solvent: ClCCl (dichloromethane). The reactants are FC1=NC(=CC=C1C(=O)O)F (2,6-difluoropyridine-3-carboxylic acid), Cl.FC(C=1C=C(C=CC1)CCOCC(=N)N)(F)F (2-[2-(3-trifluoromethyl-phenyl)-ethoxy]-acetamidine hydrochloride). Yields the product FC=1C=CC2=C(N=C(NC2=O)COCCC2=CC(=CC=C2)C(F)(F)F)N1 (7-Fluoro-2-[2-(3-trifluoromethyl-phenyl)-ethoxymethyl]-3H-pyrido[2,3-d]pyrimidin-4-one). RXN SMILES: F[C:2]1[C:7]([C:8]([OH:10])=O)=[CH:6][CH:5]=[C:4]([F:11])[N:3]=1.Cl.[F:13][C:14]([F:29])([F:28])[C:15]1[CH:16]=[C:17]([CH2:21][CH2:22][O:23][CH2:24][C:25]([NH2:27])=[NH:26])[CH:18]=[CH:19][CH:20]=1>>[F:11][C:4]1[CH:5]=[CH:6][C:7]2[C:8](=[O:10])[NH:27][C:25]([CH2:24][O:23][CH2:22][CH2:21][C:17]3[CH:18]=[CH:19][CH:20]=[C:15]([C:14]([F:13])([F:28])[F:29])[CH:16]=3)=[N:26][C:2]=2[N:3]=1 |f:1.2|. Procedure: The title compound was prepared in analogy to example 85 from 2,6-difluoropyridine-3-carboxylic acid and 2-[2-(3-trifluoromethyl-phenyl)-ethoxy]-acetamidine hydrochloride. Brown solid. MS: m/e=368.1 [M+H+]. The reactants are ICC1C(CCC1)OC1OCCCC1 (2-(2-iodomethyl-cyclopentyloxy)-tetrahydropyran), COC(CC1=CC=C(C=C1)S(=O)(=O)C)=O ((4-methanesulfonyl-phenyl)-acetic acid methyl ester), C(C)(C)NC(C)C (diisopropylamine), solution, C(CCC)[Li] (n-butyllithium), hexanes. Solvent: O1CCCC1 (tetrahydrofuran), O1CCCC1 (tetrahydrofuran), CN1C(N(CCC1)C)=O (1,3-dimethyl-3,4,5,6-tetrahydro-2(1H)-pyrimidinone), O1CCCC1 (tetrahydrofuran), CN1C(N(CCC1)C)=O (1,3-dimethyl-3,4,5,6-tetrahydro-2(1H)-pyrimidinone). Run at temperature -78 celsius, time 30 minute. Product: hexanes ethyl acetate, COC(C(CC1C(CCC1)OC1OCCCC1)C1=CC=C(C=C1)S(=O)(=O)C)=O (2-(4-methanesulfonyl-phenyl)-3-[2-(tetrahydropyran-2-yloxy)-cyclopentyl]-propionic acid methyl ester). The yield is 45.1%. As a reaction SMILES: C(NC(C)C)(C)C.C([Li])CCC.[CH3:13][O:14][C:15](=[O:27])[CH2:16][C:17]1[CH:22]=[CH:21][C:20]([S:23]([CH3:26])(=[O:25])=[O:24])=[CH:19][CH:18]=1.I[CH2:29][CH:30]1[CH2:34][CH2:33][CH2:32][CH:31]1[O:35][CH:36]1[CH2:41][CH2:40][CH2:39][CH2:38][O:37]1>O1CCCC1.CN1CCCN(C)C1=O>[CH3:13][O:14][C:15](=[O:27])[CH:16]([C:17]1[CH:18]=[CH:19][C:20]([S:23]([CH3:26])(=[O:24])=[O:25])=[CH:21][CH:22]=1)[CH2:29][CH:30]1[CH2:34][CH2:33][CH2:32][CH:31]1[O:35][CH:36]1[CH2:41][CH2:40][CH2:39][CH2:38][O:37]1. Procedure details: A solution of diisopropylamine (846 μL, 6.04 mmol) in dry tetrahydrofuran (4.4 mL) and 1,3-dimethyl-3,4,5,6-tetrahydro-2(1H)-pyrimidinone (1.4 mL) was cooled to −78° C. and then treated with a 2.5M solution of n-butyllithium in hexanes (2.4 mL, 6.04 mmol). The reaction mixture was stirred at −78° C. for 30 min and then was treated with a solution of (4-methanesulfonyl-phenyl)-acetic acid methyl ester (prepared as in Example 8, 1.06 g, 4.64 mmol) in dry tetrahydrofuran (4.4 mL) and 1,3-dimethyl-3... Product: CNC(=O)c1c2cc(C3CC3)c(C(CCO)S(C)(=O)=O)cc2nn1-c1ccc(C)cc1. Reaction SMILES: [BH4-:64].[CH2:71]1[O:72][CH2:73][CH2:74][O:75][CH2:76]1.[CH:1]1([c:4]2[cH:5][c:6]3[c:7]([C:28](=[O:29])[NH:30][CH3:31])[n:8](-[c:21]4[cH:22][cH:23][c:24]([CH3:27])[cH:25][cH:26]4)[n:9][c:10]3[cH:11][c:12]2[CH:13]([CH2:14][CH:15]=[O:16])[S:17](=[O:18])(=[O:19])[CH3:20])[CH2:2][CH2:3]1.[CH:32]1([c:33]2[c:34]([CH:35]([S:36]([CH3:37])(=[O:38])=[O:39])[CH2:40][CH:41]([OH:42])[OH:43])[cH:44][c:45]3[c:46]([c:47]([C:48]([NH:49][CH3:50])=[O:51])[n:52](-[c:53]4[cH:54][cH:55][c:56]([CH3:57])[cH:58][cH:59]4)[n:60]3)[cH:61]2)[CH2:62][CH2:63]1.[Na+:65].[OH2:77].[S:66](=[O:67])(=[O:68])([OH:69])[OH:70]>>[CH:1]1([c:4]2[cH:5][c:6]3[c:7]([C:28](=[O:29])[NH:30][CH3:31])[n:8](-[c:21]4[cH:22][cH:23][c:24]([CH3:27])[cH:25][cH:26]4)[n:9][c:10]3[cH:11][c:12]2[CH:13]([CH2:14][CH2:15][OH:16])[S:17](=[O:18])(=[O:19])[CH3:20])[CH2:2][CH2:3]1. Reactants: [BH4-], C1COCCO1, CNC(=O)c1c2cc(C3CC3)c(C(CC=O)S(C)(=O)=O)cc2nn1-c1ccc(C)cc1, CNC(=O)c1c2cc(C3CC3)c(C(CC(O)O)S(C)(=O)=O)cc2nn1-c1ccc(C)cc1, [Na+], O, O=S(=O)(O)O. Isolated yield 68.0%. Procedure details: Following the procedure as described in Example 13, making variations as required to replace 4-(trifluoromethyl)benzyl bromide with 3-(bromomethyl)pyridine hydrochloride to react with ethyl 4-methyl-2-(2-oxoimidazolidin-1-yl)thiazole-5-carboxylate, the title compound was obtained as a colorless solid in 68% yield: MS (ES+) m/z 347.1 (M+1). Starting materials: FC(C1=CC=C(CBr)C=C1)(F)F (4-(trifluoromethyl)benzyl bromide), Cl.BrCC=1C=NC=CC1 (3-(bromomethyl)pyridine hydrochloride), CC=1N=C(SC1C(=O)OCC)N1C(NCC1)=O (ethyl 4-methyl-2-(2-oxoimidazolidin-1-yl)thiazole-5-carboxylate). Reaction SMILES: FC(F)(F)[C:3]1[CH:10]=[CH:9][C:6](CBr)=[CH:5][CH:4]=1.Cl.BrCC1C=[N:18]C=CC=1.[CH3:22][C:23]1[N:24]=[C:25]([N:33]2[CH2:37][CH2:36][NH:35][C:34]2=[O:38])[S:26][C:27]=1[C:28]([O:30][CH2:31][CH3:32])=[O:29]>>[CH3:22][C:23]1[N:24]=[C:25]([N:33]2[CH2:37][CH2:36][N:35]([CH2:3][C:10]3[CH:9]=[CH:6][CH:5]=[CH:4][N:18]=3)[C:34]2=[O:38])[S:26][C:27]=1[C:28]([O:30][CH2:31][CH3:32])=[O:29] |f:1.2|. The product is CC=1N=C(SC1C(=O)OCC)N1C(N(CC1)CC1=NC=CC=C1)=O (ethyl 4-methyl-2-(2-oxo-3-(pyridin-2-ylmethyl)imidazolidin-1-yl)thiazole-5-carboxylate). The reactants are C(C)(=O)OC(C)=O (acetic anhydride), COCC1=C(C=CC=C1)CN (o-aminomethylbenzyl methyl ether), [OH-].[Na+] (sodium hydroxide). Run in C1(=CC=CC=C1)C (toluene). Reaction conditions: temperature 60 celsius. Product: COCC1=C(C=CC=C1)CNC(C)=O (o-Acetamidomethylbenzyl methyl ether). As a reaction SMILES: [CH3:1][O:2][CH2:3][C:4]1[CH:9]=[CH:8][CH:7]=[CH:6][C:5]=1[CH2:10][NH2:11].[C:12](OC(=O)C)(=[O:14])[CH3:13].[OH-].[Na+]>C1(C)C=CC=CC=1>[CH3:1][O:2][CH2:3][C:4]1[CH:9]=[CH:8][CH:7]=[CH:6][C:5]=1[CH2:10][NH:11][C:12](=[O:14])[CH3:13] |f:2.3|. Procedure: 604 g (4 moles) of o-aminomethylbenzyl methyl ether were dissolved in 1,500 ml of toluene, and 408 g (4 moles) of acetic anhydride were added to the stirred and cooled solution at a rate such that 60° C. was not exceeded. Stirring was continued, the mixture was neutralized with 424 g of 25% strength sodium hydroxide solution, and the aqueous phase was separated off. When the organic phase was evaporated down, 656 g (85% of theory) of the acylated benzyl ether of melting point 67°-68° C. crystall... Starting materials: [N+](=O)([O-])C1=CC=C(C=C1)OC(C(=CC1=C(C=C(C(=C1)OC)OC)N)C)=O (3-(2-amino-4,5-dimethoxyphenyl)-2-methyl-2-propenoic acid p-nitrophenyl ester), CN(C=O)C (dimethylformamide). Product: ( E ), C1(=CC=CC=C1)CCN (2-phenylethylamine). As a reaction SMILES: [N+](C1C=CC(OC(=O)[C:12](C)=[CH:13][C:14]2[CH:19]=[C:18](OC)[C:17](OC)=[CH:16][C:15]=2N)=CC=1)([O-])=O.C[N:28](C)C=O>>[C:14]1([CH2:13][CH2:12][NH2:28])[CH:19]=[CH:18][CH:17]=[CH:16][CH:15]=1. Procedure: Into 30 ml of dimethylformamide, 0.72 g (2.0 mmol) of (E) 3-(2-amino-4,5-dimethoxyphenyl)-2-methyl-2-propenoic acid p-nitrophenyl ester obtained above and 0.48 g (4.0 mmol) of 2-phenylethylamine (manufactured by Tokyo Kasei Kogyo Co., Ltd.) were dissolved; and the mixture was reacted at room temperature for one night. The solvent was eliminated under a reduced pressure, and the residue was dissolved in ethyl acetate. After the resulting solution was washed and was dried with magnesium sulfate an... Reactants: NC=1C=C(C(=O)C2=CC=C3CC(NC3=C2)=O)C=CC1 (6-(3-Amino-benzoyl)-1,3-dihydro-indol-2-one), C(C)[SiH](CC)CC (triethylsilane), ethylacetate Hexanes, C(=O)(C(F)(F)F)O (TFA), C(C)[SiH](CC)CC (Triethylsilane). Reaction conditions: temperature 55 celsius, time 8 hour. Product: NC=1C=C(CC2=CC=C3CC(NC3=C2)=O)C=CC1 (6-(3-Amino-benzyl)-1,3-dihydro-indol-2-one). The yield is 75.0%. Reaction SMILES: [NH2:1][C:2]1[CH:3]=[C:4]([CH:17]=[CH:18][CH:19]=1)[C:5]([C:7]1[CH:15]=[C:14]2[C:10]([CH2:11][C:12](=[O:16])[NH:13]2)=[CH:9][CH:8]=1)=O.C(O)(C(F)(F)F)=O.C([SiH](CC)CC)C>>[NH2:1][C:2]1[CH:3]=[C:4]([CH:17]=[CH:18][CH:19]=1)[CH2:5][C:7]1[CH:15]=[C:14]2[C:10]([CH2:11][C:12](=[O:16])[NH:13]2)=[CH:9][CH:8]=1. Reported procedure: A 2 L, 3-necked round bottomed flask equipped with a condenser, heating mantle, overhead stirrer and a thermocouple was charged with 6-(3-Amino-benzoyl)-1,3-dihydro-indol-2-one (47 g, 0.19 mol) then trifluouroacetic acid (TFA, 294 mL). The initial reaction was exothermic raising the reaction temperature from 20° C. to 32° C. Triethylsilane (148 mL) was added and the reaction mixture was heated at 55° C. for 3 d. During this period, additional triethylsilane (518 mL total, by 2.5 equivalents at a...